This data is from the Open Reaction Database (ORD), a public repository of structured organic reaction records. The task is: describe an organic reaction: reactants, conditions, products, and yield The reactants are N#Cc1ccc2cc(N)ccc2n1, N#Cc1ccc(N=C=O)c2c1CCCC2, N#Cc1ccc(N2C(=O)C3C(O)CCN3C2=O)c2c1CCCC2. The product is N#Cc1ccc2cc(N3C(=O)C4C(O)CCN4C3=O)ccc2n1. As a reaction SMILES: [C:1](#[N:2])[c:3]1[n:4][c:5]2[cH:6][cH:7][c:8]([NH2:13])[cH:9][c:10]2[cH:11][cH:12]1.[N:14]([c:15]1[c:16]2[c:21]([c:22]([C:23]#[N:24])[cH:25][cH:26]1)[CH2:20][CH2:19][CH2:18][CH2:17]2)=[C:27]=[O:28].[OH:29][CH:30]1[CH2:31][CH2:32][N:33]2[C:34](=[O:51])[N:35]([c:39]3[c:40]4[c:45]([c:46]([C:47]#[N:48])[cH:49][cH:50]3)[CH2:44][CH2:43][CH2:42][CH2:41]4)[C:36](=[O:38])[CH:37]12>>[C:1](#[N:2])[c:3]1[n:4][c:5]2[cH:6][cH:7][c:8]([N:13]3[C:34](=[O:51])[N:33]4[CH2:32][CH2:31][CH:30]([OH:29])[CH:37]4[C:36]3=[O:38])[cH:9][c:10]2[cH:11][cH:12]1.